From a dataset of the Open Reaction Database (ORD), a public repository of structured organic reaction records. describe an organic reaction: reactants, conditions, products, and yield The reactants are ClC1=NC=CC(=C1)C(C(=O)C1=CC=C(C=C1)F)=NO (1-(2-Chloropyridin-4-yl)-2-(4-fluorophenyl)ethane-1,2-dione-1-oxime), Cl (HCl). Reagents/catalysts: [Pd] (Pd—C). Solvent: CO (methanol), CO (methanol). Product: Cl.NC(C(=O)C1=CC=C(C=C1)F)C1=CC(=NC=C1)Cl (2-Amino-2-(2-chloropyridin-4-yl)-1-(4-fluorophenyl)ethanone hydrochloride). RXN SMILES: [Cl:1][C:2]1[CH:7]=[C:6]([C:8](=[N:18]O)[C:9]([C:11]2[CH:16]=[CH:15][C:14]([F:17])=[CH:13][CH:12]=2)=[O:10])[CH:5]=[CH:4][N:3]=1.Cl>CO.[Pd]>[ClH:1].[NH2:18][CH:8]([C:6]1[CH:5]=[CH:4][N:3]=[C:2]([Cl:1])[CH:7]=1)[C:9]([C:11]1[CH:12]=[CH:13][C:14]([F:17])=[CH:15][CH:16]=1)=[O:10] |f:4.5|. Procedure details: With gentle heating, 22a (1.5 g; 5.4 mmol) was dissolved in methanol (15 ml). The solution was cooled to room temperature, HCl-containing methanol (20 ml) was added and the mixture was transferred into a two-necked flask. Pd—C 10% (150 mg) was introduced into the initial charge. The reaction vessel was evacuated using an oil pump, and H2 was then introduced via a gas inlet capillary (4×). At room temperature, the suspension was shaken in a closed three-necked flask under an atmosphere of H2 (240... Reactants: O=C(O)C1CCC(c2ccc(Cl)cc2)CC1, O. The product is OCC1CCC(c2ccc(Cl)cc2)CC1. RXN SMILES: [Cl:1][c:2]1[cH:3][cH:4][c:5]([CH:8]2[CH2:9][CH2:10][CH:11]([C:14](=[O:15])[OH:16])[CH2:12][CH2:13]2)[cH:6][cH:7]1.[OH2:17]>>[Cl:1][c:2]1[cH:3][cH:4][c:5]([CH:8]2[CH2:9][CH2:10][CH:11]([CH2:14][OH:15])[CH2:12][CH2:13]2)[cH:6][cH:7]1. Starting materials: BrC=1C=NC(=NC1)OC1CN2CCC1CC2 (3-[(5-bromopyrimidin-2-yl)oxy]quinuclidine), NC=1C=C(C=CC1)B(O)O (3-aminophenylboronic acid). Yields the product N12CC(C(CC1)CC2)OC2=NC=C(C=N2)C=2C=C(N)C=CC2 (3-[2-(1-azabicyclo[2.2.2]oct-3-yloxy)pyrimidin-5-yl]aniline). As a reaction SMILES: Br[C:2]1[CH:3]=[N:4][C:5]([O:8][CH:9]2[CH:14]3[CH2:15][CH2:16][N:11]([CH2:12][CH2:13]3)[CH2:10]2)=[N:6][CH:7]=1.[NH2:17][C:18]1[CH:19]=[C:20](B(O)O)[CH:21]=[CH:22][CH:23]=1>>[N:11]12[CH2:16][CH2:15][CH:14]([CH2:13][CH2:12]1)[CH:9]([O:8][C:5]1[N:4]=[CH:3][C:2]([C:22]3[CH:23]=[C:18]([CH:19]=[CH:20][CH:21]=3)[NH2:17])=[CH:7][N:6]=1)[CH2:10]2. Procedure: The product of Example 18A (160 mg, 0.57 mmol) was coupled with 3-aminophenylboronic acid (Lancaster, 157 mg, 1.14 mmol) according to the procedure of Example 1B. The title product was purified by chromatography (SiO2, CH2Cl2:MeOH:NH3—H2O, 90:10:1, Rf. 0.1) as solid (144 mg, yield, 86%). 1H NMR (300 MHz, MeOH-d4) δ 1.48-1.62 (m, 1H), 1.65-1.90 (m, 2H), 2.01-2.15 (m, 1H), 2.21-2.29 (m, 1H), 2.74-3.04 (m, 5H), 3.36-3.47 (m, 1H), 5.12-5.20 (m, 1H), 6.75 (ddd, J=8.2, 2.1, 1.0 Hz, 1H), 6.89 (ddd, J=7... Starting materials: C=CC#N, CO, Cc1ccc(OCC(O)CNc2cc[nH]c(=O)c2-c2nc3cc4c(cc3[nH]2)C(=O)N(C2CCNCC2)C4)c(C)c1, CCN(C(C)C)C(C)C, O=C(O)C(F)(F)F. The product is Cc1ccc(OCC(O)CNc2cc[nH]c(=O)c2-c2nc3cc4c(cc3[nH]2)C(=O)N(C2CCN(CCC#N)CC2)C4)c(C)c1. Reaction SMILES: [CH2:57]=[CH:58][C:59]#[N:60].[CH3:61][OH:62].[CH3:8][c:9]1[c:10]([O:11][CH2:12][CH:13]([CH2:14][NH:15][c:16]2[c:17](-[c:23]3[n:24][c:25]4[cH:26][c:27]5[c:31]([cH:32][c:33]4[nH:34]3)[C:30](=[O:35])[N:29]([CH:36]3[CH2:37][CH2:38][NH:39][CH2:40][CH2:41]3)[CH2:28]5)[c:18](=[O:22])[nH:19][cH:20][cH:21]2)[OH:42])[cH:43][cH:44][c:45]([CH3:47])[cH:46]1.[CH:48]([N:49]([CH2:50][CH3:51])[CH:52]([CH3:53])[CH3:54])([CH3:55])[CH3:56].[F:1][C:2]([F:3])([F:4])[C:5]([OH:6])=[O:7]>>[CH3:8][c:9]1[c:10]([O:11][CH2:12][CH:13]([CH2:14][NH:15][c:16]2[c:17](-[c:23]3[n:24][c:25]4[cH:26][c:27]5[c:31]([cH:32][c:33]4[nH:34]3)[C:30](=[O:35])[N:29]([CH:36]3[CH2:37][CH2:38][N:39]([CH2:57][CH2:58][C:59]#[N:60])[CH2:40][CH2:41]3)[CH2:28]5)[c:18](=[O:22])[nH:19][cH:20][cH:21]2)[OH:42])[cH:43][cH:44][c:45]([CH3:47])[cH:46]1. Reactants: OC=1C=C2C3C(C(NC2=CC1C(CCCC1=CC=CC=C1)C)(C)C)CCCC3CO (5,6,6a,7,8,9,10,10a-octahydro-2-hydroxy-10-hydroxymethyl-6,6-dimethyl-3-(1-methyl-4-phenylbutyl)benzo[c]quinoline), Cl.O1CCN(CC1)CCCC(=O)O (4-morpholinobutyric acid hydrochloride), solution, C1(CCCCC1)N=C=NC1CCCCC1 (dicyclohexylcarbodiimide). Solvent: C(Cl)Cl (methylene chloride), C(Cl)Cl (methylene chloride). Yields the product Cl.O1CCN(CC1)CCCC(=O)OC=1C=C2C3C(C(NC2=CC1C(CCCC1=CC=CC=C1)C)(C)C)CCCC3CO (5,6,6a,7,8,9,10,10a-Octahydro-2-(4-morpholinobutyryloxy)-10-hydroxymethyl-6,6-dimethyl-3-(1-methyl-4-phenylbutyl)benzo[c]quinoline Hydrochloride). Reaction SMILES: [OH:1][C:2]1[CH:3]=[C:4]2[C:9](=[CH:10][C:11]=1[CH:12]([CH3:22])[CH2:13][CH2:14][CH2:15][C:16]1[CH:21]=[CH:20][CH:19]=[CH:18][CH:17]=1)[NH:8][C:7]([CH3:24])([CH3:23])[CH:6]1[CH2:25][CH2:26][CH2:27][CH:28]([CH2:29][OH:30])[CH:5]21.[ClH:31].[O:32]1[CH2:37][CH2:36][N:35]([CH2:38][CH2:39][CH2:40][C:41](O)=[O:42])[CH2:34][CH2:33]1.C1(N=C=NC2CCCCC2)CCCCC1>C(Cl)Cl>[ClH:31].[O:32]1[CH2:37][CH2:36][N:35]([CH2:38][CH2:39][CH2:40][C:41]([O:1][C:2]2[CH:3]=[C:4]3[C:9](=[CH:10][C:11]=2[CH:12]([CH3:22])[CH2:13][CH2:14][CH2:15][C:16]2[CH:21]=[CH:20][CH:19]=[CH:18][CH:17]=2)[NH:8][C:7]([CH3:23])([CH3:24])[CH:6]2[CH2:25][CH2:26][CH2:27][CH:28]([CH2:29][OH:30])[CH:5]32)=[O:42])[CH2:34][CH2:33]1 |f:1.2,5.6|. Reported procedure: To a 25° C. solution of 5,6,6a,7,8,9,10,10a-octahydro-2-hydroxy-10-hydroxymethyl-6,6-dimethyl-3-(1-methyl-4-phenylbutyl)benzo[c]quinoline (626 mg., 1.5 mmole) in dry methylene chloride (25 ml.) is added 4-morpholinobutyric acid hydrochloride (0.315 g., 1.5 mmole) and the mixture stirred at room temperature under a nitrogen atmosphere. A 0.1 M solution of dicyclohexylcarbodiimide in methylene chloride (12.5 ml., 1.5 mmole) is added dropwise and the mixture stirred for 6 hours. It is then cooled i...